From a dataset of the Open Reaction Database (ORD), a public repository of structured organic reaction records. describe an organic reaction: reactants, conditions, products, and yield Starting materials: [H-].C(C(C)C)[Al+]CC(C)C (Diisobutylaluminum hydride), COC(=O)C=1C=2C=CN(C2C(=CC1)OC)S(=O)(=O)C1=CC=CC=C1 (1-benzenesulfonyl-7-methoxy-1H-indole-4-carboxylic acid methyl ester). Solvent: C(Cl)Cl (CH2Cl2), [C@@H]([C@H](C(=O)[O-])O)(C(=O)[O-])O.[Na+].[K+] (Rochelle's salt). Run at time 1 hour. The product is C1(=CC=CC=C1)S(=O)(=O)N1C=CC2=C(C=CC(=C12)OC)CO ((1-benzenesulfonyl-7-methoxy-1H-indol-4-yl)-methanol). Reaction SMILES: [H-].C([Al+]CC(C)C)C(C)C.C[O:12][C:13]([C:15]1[C:16]2[CH:17]=[CH:18][N:19]([S:26]([C:29]3[CH:34]=[CH:33][CH:32]=[CH:31][CH:30]=3)(=[O:28])=[O:27])[C:20]=2[C:21]([O:24][CH3:25])=[CH:22][CH:23]=1)=O>C(Cl)Cl.[C@H](O)(C([O-])=O)[C@@H](O)C([O-])=O.[Na+].[K+]>[C:29]1([S:26]([N:19]2[C:20]3[C:16](=[C:15]([CH2:13][OH:12])[CH:23]=[CH:22][C:21]=3[O:24][CH3:25])[CH:17]=[CH:18]2)(=[O:28])=[O:27])[CH:30]=[CH:31][CH:32]=[CH:33][CH:34]=1 |f:0.1,4.5.6|. Procedure details: Diisobutylaluminum hydride (1.5 M toluene, 1.4 mL, 2.1 mmol) is added dropwise to a −78° C. solution of 1-benzenesulfonyl-7-methoxy-1H-indole-4-carboxylic acid methyl ester (0.34 g, 0.98 mmol, Santangelo, et. al., Synth. Commun. 1993, 23, 2717–2725) in CH2Cl2 (7 mL). After stirring for 1 h, the solution is diluted with 10% aq. Rochelle's salt (100 mL) and extracted twice with EtOAc (100 mL). The organics are washed with aq. Rochelle's salt and brine. The organics are dried (MgSO4) and concentrat... Starting materials: Cc1ccccc1, C[N+]([O-])=C(Cn1ccnc1)c1ccc(Cl)cc1, C=CCO. The product is CN1OC(CO)CC1(Cn1ccnc1)c1ccc(Cl)cc1. As a reaction SMILES: [CH3:22][c:23]1[cH:24][cH:25][cH:26][cH:27][cH:28]1.[Cl:1][c:2]1[cH:3][cH:4][c:5]([C:8]([CH2:9][n:10]2[cH:11][n:12][cH:13][cH:14]2)=[N+:15]([CH3:16])[O-:17])[cH:6][cH:7]1.[OH:18][CH2:19][CH:20]=[CH2:21]>>[Cl:1][c:2]1[cH:3][cH:4][c:5]([C:8]2([CH2:9][n:10]3[cH:11][n:12][cH:13][cH:14]3)[N:15]([CH3:16])[O:17][CH:20]([CH2:19][OH:18])[CH2:21]2)[cH:6][cH:7]1. Reaction SMILES: [C:40].[CH3:33][OH:34].[F:1][c:2]1[c:3]([O:4][c:5]2[cH:6][c:7]([NH:11][C:12](=[O:13])[N:14]3[CH2:15][CH2:16][CH:17]([CH2:20][N:21]4[CH2:22][CH2:23][CH2:24][CH2:25]4)[CH2:18][CH2:19]3)[n:8][cH:9][cH:10]2)[cH:26][cH:27][c:28]([N+:30]([O-:31])=[O:32])[cH:29]1.[O:35]1[CH2:36][CH2:37][CH2:38][CH2:39]1.[Pd:41]>>[F:1][c:2]1[c:3]([O:4][c:5]2[cH:6][c:7]([NH:11][C:12](=[O:13])[N:14]3[CH2:15][CH2:16][CH:17]([CH2:20][N:21]4[CH2:22][CH2:23][CH2:24][CH2:25]4)[CH2:18][CH2:19]3)[n:8][cH:9][cH:10]2)[cH:26][cH:27][c:28]([NH2:30])[cH:29]1. Starting materials: C, CO, O=C(Nc1cc(Oc2ccc([N+](=O)[O-])cc2F)ccn1)N1CCC(CN2CCCC2)CC1, C1CCOC1, [Pd]. Product: Nc1ccc(Oc2ccnc(NC(=O)N3CCC(CN4CCCC4)CC3)c2)c(F)c1. Starting materials: C1(CC1)CC(C(=O)OC(C)(C)C)(C)NC(=O)C1=NC=C(C(=C1)OCC(F)(F)F)C1CC1 (tert-butyl 3-cyclopropyl-2-[[5-cyclopropyl-4-(2,2,2-trifluoroethoxy)pyridine-2-carbonyl]amino]-2-methyl-propanoate), C(=O)(C(F)(F)F)O (TFA). The solvent is ClCCl (dichloromethane). Reaction conditions: time 14 hour. Product: C1(CC1)CC(C(=O)O)(C)NC(=O)C1=NC=C(C(=C1)OCC(F)(F)F)C1CC1 (3-cyclopropyl-2-[[5-cyclopropyl-4-(2,2,2-trifluoroethoxy)pyridine-2-carbonyl]amino]-2-methyl-propanoic acid). Isolated yield 105.5%. As a reaction SMILES: [CH:1]1([CH2:4][C:5]([NH:14][C:15]([C:17]2[CH:22]=[C:21]([O:23][CH2:24][C:25]([F:28])([F:27])[F:26])[C:20]([CH:29]3[CH2:31][CH2:30]3)=[CH:19][N:18]=2)=[O:16])([CH3:13])[C:6]([O:8]C(C)(C)C)=[O:7])[CH2:3][CH2:2]1.C(O)(C(F)(F)F)=O>ClCCl>[CH:1]1([CH2:4][C:5]([NH:14][C:15]([C:17]2[CH:22]=[C:21]([O:23][CH2:24][C:25]([F:26])([F:27])[F:28])[C:20]([CH:29]3[CH2:31][CH2:30]3)=[CH:19][N:18]=2)=[O:16])([CH3:13])[C:6]([OH:8])=[O:7])[CH2:3][CH2:2]1. Reported procedure: To a solution of tert-butyl 3-cyclopropyl-2-[[5-cyclopropyl-4-(2,2,2-trifluoroethoxy)pyridine-2-carbonyl]amino]-2-methyl-propanoate (example 186c, 103 mg, 233 μmol) in dichloromethane (0.5 ml) was added TFA (159 mg, 108 μl, 1.4 mmol). The reaction mixture was stirred at room temperature for 14 hours. Volatiles were removed in vacuo and the residue was dissolved in a mixture of dichlormethane and toluene followed by evaporation to dryness. The procedure was repeated twice until a precipitate form... The reactants are Cl.N1=CC=CC2=CC=CC=C12 (quinoline hydrochloride), Br.C(C1=CC=CC=C1)N (benzylamine hydrobromide), [OH-].[Na+] (NaOH). The solvent is O (water). Conditions: temperature 240 celsius, time 15 minute. Product: C(C1=CC=CC=C1)NC=1C=CC2=C(C[C@@H]3CCCN([C@H]3C2)CCC)N1 ((±)-trans-2-benzylamino-6-propyl-5,5a, 6,7,8,9,9a,10-octahydropyrido[2,3-g]quinoline). Isolated yield 44.6%. RXN SMILES: Cl.[N:2]1[C:11]2[C:6](=[CH:7][CH:8]=[CH:9][CH:10]=2)[CH:5]=[CH:4][CH:3]=1.Br.[CH2:13]([NH2:20])[C:14]1[CH:19]=[CH:18][CH:17]=[CH:16][CH:15]=1.[OH-].[Na+]>O>[CH2:13]([NH:20][C:3]1[CH:4]=[CH:5][C:9]2[CH2:10][C@H:11]3[C@@H:6]([CH2:5][CH2:4][CH2:3][N:2]3[CH2:7][CH2:6][CH3:11])[CH2:7][C:8]=2[N:2]=1)[C:14]1[CH:19]=[CH:18][CH:17]=[CH:16][CH:15]=1 |f:0.1,2.3,4.5|. Reported procedure: A mixture of (±)-trans-2-chloro-6-propyl-5,5a,6,7,8,9,9a,10-octahydropyrido2,3-g]quinoline hydrochloride (2.27 g, 7.50 mmol) and benzylamine hydrobromide (15.0 g) was heated to 240° C. to form a brown, molten semi-solid. After 15 minutes, the molten semi-solid was poured into water, made basic with dilute NaOH solution, and extracted with methylene chloride. The extract was dried (Na2SO4) and concentrated to give a brown oil. Purification by flash chromatography (6% methanol in methylene chlorid... Starting materials: FCC(CF)N (2-fluoro-1-fluoromethyl-ethylamine), C=CC(C=C)O (1,4-Pentadien-3-ol), [N-]=C=O (Isocyanate). The solvent is CO (MeOH), ClCCCl (DCE). Reaction conditions: temperature 70 celsius, time 3 hour. Product: FCC(CF)N1CCC(CC1)=O (1-(2-Fluoro-1-fluoromethyl-ethyl)-piperidin-4-one). Isolated yield 37.9%. Reaction SMILES: [CH2:1]=[CH:2][CH:3]([OH:6])[CH:4]=[CH2:5].[F:7][CH2:8][CH:9]([NH2:12])[CH2:10][F:11].[N-]=C=O>ClCCCl.CO>[F:7][CH2:8][CH:9]([N:12]1[CH2:5][CH2:4][C:3](=[O:6])[CH2:2][CH2:1]1)[CH2:10][F:11]. Procedure details: 1,4-Pentadien-3-ol (200 mg, 2.38 mmol) and IBX (999 mg, 3.57 mmol) were dissolved in DCE (15 mL) and heated at 70° C. for 3 h. The reaction mixture was filtered, diluted with MeOH (10 mL) and 2-fluoro-1-fluoromethyl-ethylamine (226 mg, 2.38 mmol) was added. The reaction mixture was stirred at 70° C. for 3 h. Isocyanate resin was added and the reaction mixture stirred at room temperature for 6 h, filtered and concentrated in vacuo to give the crude title compound (160 mg, 38%) as an orange gum. L... Reactants: CCOC(=O)CN1CCNCCN(CC(=O)OCC)CCN(CC(=O)OCC)CC1, CCCCCCCCCCCN(CC1CO1)S(C)(=O)=O, CCO. Product: CCCCCCCCCCCN(CC(O)CN1CCN(CC(=O)OCC)CCN(CC(=O)OCC)CCN(CC(=O)OCC)CC1)S(C)(=O)=O. Reaction SMILES: [CH2:1]([CH3:2])[O:3][C:4](=[O:5])[CH2:6][N:7]1[CH2:8][CH2:9][N:10]([CH2:25][C:26](=[O:27])[O:28][CH2:29][CH3:30])[CH2:11][CH2:12][N:13]([CH2:19][C:20](=[O:21])[O:22][CH2:23][CH3:24])[CH2:14][CH2:15][NH:16][CH2:17][CH2:18]1.[CH2:31]([CH2:32][CH2:33][CH2:34][CH2:35][CH2:36][CH2:37][CH2:38][CH2:39][CH2:40][CH3:41])[N:42]([S:43](=[O:44])(=[O:45])[CH3:46])[CH2:47][CH:48]1[O:49][CH2:50]1.[CH3:51][CH2:52][OH:53]>>[CH2:1]([CH3:2])[O:3][C:4](=[O:5])[CH2:6][N:7]1[CH2:8][CH2:9][N:10]([CH2:25][C:26](=[O:27])[O:28][CH2:29][CH3:30])[CH2:11][CH2:12][N:13]([CH2:19][C:20](=[O:21])[O:22][CH2:23][CH3:24])[CH2:14][CH2:15][N:16]([CH2:50][CH:48]([CH2:47][N:42]([CH2:31][CH2:32][CH2:33][CH2:34][CH2:35][CH2:36][CH2:37][CH2:38][CH2:39][CH2:40][CH3:41])[S:43](=[O:44])(=[O:45])[CH3:46])[OH:49])[CH2:17][CH2:18]1.